describe an organic reaction: reactants, conditions, products, and yield From a dataset of the Open Reaction Database (ORD), a public repository of structured organic reaction records. As a reaction SMILES: [Br:1][c:2]1[n:3][cH:4][c:5]([Cl:26])[cH:6][c:7]1[N:8]([S:9](=[O:10])(=[O:11])[c:12]1[cH:13][c:14]([C:19]([F:20])([F:21])[F:22])[c:15]([Cl:18])[cH:16][cH:17]1)[CH2:23][O:24][CH3:25].[CH2:46]1[O:47][CH2:48][CH2:49][CH2:50]1.[CH3:32][O:33][c:34]1[c:35]([C:36](=[O:37])[N:38]([O:39][CH3:40])[CH3:41])[cH:42][cH:43][cH:44][n:45]1.[CH:28]([Mg+:29])([CH3:30])[CH3:31].[Cl-:27]>>[c:2]1([C:36]([c:35]2[c:34]([O:33][CH3:32])[n:45][cH:44][cH:43][cH:42]2)=[O:37])[n:3][cH:4][c:5]([Cl:26])[cH:6][c:7]1[N:8]([S:9](=[O:10])(=[O:11])[c:12]1[cH:13][c:14]([C:19]([F:20])([F:21])[F:22])[c:15]([Cl:18])[cH:16][cH:17]1)[CH2:23][O:24][CH3:25]. Reactants: COCN(c1cc(Cl)cnc1Br)S(=O)(=O)c1ccc(Cl)c(C(F)(F)F)c1, C1CCOC1, COc1ncccc1C(=O)N(C)OC, CC(C)[Mg+], [Cl-]. Yields the product COCN(c1cc(Cl)cnc1C(=O)c1cccnc1OC)S(=O)(=O)c1ccc(Cl)c(C(F)(F)F)c1. Reactants: C(C)N (ethylamine), C=O (formaldehyde), C(C)O (ethanol), [N+](=O)([O-])C=C(NCC=1C=NC=CC1)N(C)C (1-nitro-2-dimethylamino-2-(N-pyridin-3-ylmethylamino)-ethylene). Run at time 24 hour. The product is C(C)N1CN(C(=C(C1)[N+](=O)[O-])N(C)C)CC=1C=NC=CC1 (1-ethyl-3-(pyridin-3-ylmethyl)-4-dimethylamino-5-nitro-1,2,3,6-tetrahydropyrimidine). Reaction SMILES: [CH2:1]([NH2:3])C.[CH2:4]=O.[N+:6]([CH:9]=[C:10]([N:19]([CH3:21])[CH3:20])[NH:11][CH2:12][C:13]1[CH:14]=[N:15][CH:16]=[CH:17][CH:18]=1)([O-:8])=[O:7].[CH2:22](O)[CH3:23]>>[CH2:22]([N:3]1[CH2:1][C:9]([N+:6]([O-:8])=[O:7])=[C:10]([N:19]([CH3:21])[CH3:20])[N:11]([CH2:12][C:13]2[CH:14]=[N:15][CH:16]=[CH:17][CH:18]=2)[CH2:4]1)[CH3:23]. Procedure details: 1.6 ml of ethylamine and 2.2 ml of formaldehyde (37% aqueous), dissolved in 30 ml of ethanol, are added to 3.0 g of 1-nitro-2-dimethylamino-2-(N-pyridin-3-ylmethylamino)-ethylene, and the whole is stirred at room temperature for 24 hours. After concentrating the reaction solution by evaporation in a rotary evaporator under a water-jet vacuum, the residue is purified by column chromatography over silica gel. The column is eluted with dichloromethane/10% methanol. After evaporating the solvent in ... Reactants: BrCc1ccccc1, O=C1NC(=O)C(Cc2ccc(O)c3c2CCC(=O)N3Cc2ccccc2)S1, CC(C)(C)[O-], CS(C)=O, [K+], [K+], O, O=S(=O)([O-])O. Yields the product O=C1NC(=O)C(Cc2ccc(OCc3ccccc3)c3c2CCC(=O)N3Cc2ccccc2)S1. As a reaction SMILES: [Br:34][CH2:35][c:36]1[cH:37][cH:38][cH:39][cH:40][cH:41]1.[CH2:7]([c:8]1[cH:9][cH:10][cH:11][cH:12][cH:13]1)[N:14]1[C:15](=[O:33])[CH2:16][CH2:17][c:18]2[c:19]([CH2:25][CH:26]3[C:27](=[O:32])[NH:28][C:29](=[O:31])[S:30]3)[cH:20][cH:21][c:22]([OH:24])[c:23]21.[CH3:1][C:2]([CH3:3])([O-:4])[CH3:5].[CH3:49][S:50]([CH3:51])=[O:52].[K+:47].[K+:6].[OH2:48].[S:42]([O-:43])([OH:44])(=[O:45])=[O:46]>>[CH2:7]([c:8]1[cH:9][cH:10][cH:11][cH:12][cH:13]1)[N:14]1[C:15](=[O:33])[CH2:16][CH2:17][c:18]2[c:19]([CH2:25][CH:26]3[C:27](=[O:32])[NH:28][C:29](=[O:31])[S:30]3)[cH:20][cH:21][c:22]([O:24][CH2:35][c:36]3[cH:37][cH:38][cH:39][cH:40][cH:41]3)[c:23]21. Starting materials: O (H2O), [OH-].[Na+] (NaOH), O (H2O), OC1=NC(=CC=C1C(=O)O)C (2-hydroxy-6-methylpyridine-3-carboxylic acid), [H-].[H-].[H-].[H-].[Li+].[Al+3] (LiAlH4), NaSO4. Solvent: C1CCOC1 (THF). Conditions: temperature -70 celsius, time 1 hour. Yields the product OCC=1C(NC(=CC1)C)=O (3-(Hydroxymethyl)-6-methyl-2(1H)-pyridinone). Isolated yield 110.6%. RXN SMILES: [OH:1][C:2]1[C:7]([C:8](O)=[O:9])=[CH:6][CH:5]=[C:4]([CH3:11])[N:3]=1.[H-].[H-].[H-].[H-].[Li+].[Al+3].O.[OH-].[Na+]>C1COCC1>[OH:9][CH2:8][C:7]1[C:2](=[O:1])[NH:3][C:4]([CH3:11])=[CH:5][CH:6]=1 |f:1.2.3.4.5.6,8.9|. Reported procedure: 2-hydroxy-6-methylpyridine-3-carboxylic acid (2 g, 13 mmol) was dissolved in dry THF (80 ml), and this solution was cooled to −70° C. LiAlH4 (32 ml, 32 mmol) was then added over a period of 20 min. The reaction mixture was warmed to room temperature and then was heated at 70° C. for 1 hour. After cooling down to 0° C., the reaction mixture was added H2O (2 mL), 10% NaOH (4 mL) and finally H2O (2 mL). The reaction mixture was stirred at room temperature for 1 hour. NaSO4 (6 g) was added, the mixt... Product: c1cncc(-c2nc[nH]n2)c1. The reactants are [CH3], O=C1C=CC=CCC(=O)CCC(=O)OCC(=O)C1, O, OCCn1cnc(-c2cccnc2)n1. As a reaction SMILES: [CH3:19].[O:1]1[CH2:2][C:3](=[O:4])[CH2:5][C:6](=[O:7])[CH:8]=[CH:9][CH:10]=[CH:11][CH2:12][C:13](=[O:14])[CH2:15][CH2:16][C:17]1=[O:18].[O:20].[OH:21][CH2:22][CH2:23][n:24]1[n:25][c:26](-[c:29]2[cH:30][n:31][cH:32][cH:33][cH:34]2)[n:27][cH:28]1>>[nH:24]1[n:25][c:26](-[c:29]2[cH:30][n:31][cH:32][cH:33][cH:34]2)[n:27][cH:28]1. Reactants: CCC(=O)n1c(S(=O)Cc2ncc(C)c(OC)c2C)nc2c(C)c(OC)c(C)cc21, Cl, N#N, [Na+], [OH-]. Product: COc1c(C)cnc(CS(=O)c2nc3c(C)c(OC)c(C)cc3[nH]2)c1C. RXN SMILES: [C:1](=[O:2])([CH2:3][CH3:4])[n:5]1[c:6]([S:18](=[O:19])[CH2:20][c:21]2[n:22][cH:23][c:24]([CH3:30])[c:25]([O:28][CH3:29])[c:26]2[CH3:27])[n:7][c:8]2[c:9]1[cH:10][c:11]([CH3:17])[c:12]([O:15][CH3:16])[c:13]2[CH3:14].[ClH:33].[N:31]#[N:32].[Na+:35].[OH-:34]>>[nH:5]1[c:6]([S:18](=[O:19])[CH2:20][c:21]2[n:22][cH:23][c:24]([CH3:30])[c:25]([O:28][CH3:29])[c:26]2[CH3:27])[n:7][c:8]2[c:9]1[cH:10][c:11]([CH3:17])[c:12]([O:15][CH3:16])[c:13]2[CH3:14]. The reactants are C[Si](C)(C)CCOCn1cc(C(=O)NC(C(=O)N2CC(C#N)C2)C2CC2)c2nc(-c3cc4nccc(Cl)c4s3)cnc21, ClCCl, O=C(O)C(F)(F)F. Product: N#CC1CN(C(=O)C(NC(=O)c2c[nH]c3ncc(-c4cc5nccc(Cl)c5s4)nc23)C2CC2)C1. Reaction SMILES: [C:1](#[N:2])[CH:3]1[CH2:4][N:5]([C:7]([CH:8]([CH:9]2[CH2:10][CH2:11]2)[NH:12][C:13](=[O:14])[c:15]2[cH:16][n:17]([CH2:34][O:35][CH2:36][CH2:37][Si:38]([CH3:39])([CH3:40])[CH3:41])[c:18]3[n:19][cH:20][c:21](-[c:24]4[cH:25][c:26]5[n:27][cH:28][cH:29][c:30]([Cl:33])[c:31]5[s:32]4)[n:22][c:23]23)=[O:42])[CH2:6]1.[Cl:50][CH2:51][Cl:52].[OH:43][C:44]([C:45]([F:46])([F:47])[F:48])=[O:49]>>[C:1](#[N:2])[CH:3]1[CH2:4][N:5]([C:7]([CH:8]([CH:9]2[CH2:10][CH2:11]2)[NH:12][C:13](=[O:14])[c:15]2[cH:16][nH:17][c:18]3[n:19][cH:20][c:21](-[c:24]4[cH:25][c:26]5[n:27][cH:28][cH:29][c:30]([Cl:33])[c:31]5[s:32]4)[n:22][c:23]23)=[O:42])[CH2:6]1.